Dataset: the Open Reaction Database (ORD), a public repository of structured organic reaction records. Task: describe an organic reaction: reactants, conditions, products, and yield Reactants: CC(=O)O[BH-](OC(C)=O)OC(C)=O, OCCNCc1ccccc1, C1CCOC1, COC(=O)c1[nH]cnc1C=O, [Na+], [Na+], [Na+], O=S(=O)([O-])[O-]. Product: COC(=O)c1[nH]cnc1CN(CCO)Cc1ccccc1. Reaction SMILES: [C:30]([O:31][BH-:32]([O:33][C:34](=[O:35])[CH3:36])[O:37][C:38](=[O:39])[CH3:40])(=[O:41])[CH3:42].[CH2:19]([c:20]1[cH:21][cH:22][cH:23][cH:24][cH:25]1)[NH:26][CH2:27][CH2:28][OH:29].[CH2:44]1[O:45][CH2:46][CH2:47][CH2:48]1.[CH:1](=[O:2])[c:3]1[n:4][cH:5][nH:6][c:7]1[C:8](=[O:9])[O:10][CH3:11].[Na+:12].[Na+:13].[Na+:43].[O-:14][S:15]([O-:16])(=[O:17])=[O:18]>>[CH2:1]([c:3]1[n:4][cH:5][nH:6][c:7]1[C:8](=[O:9])[O:10][CH3:11])[N:26]([CH2:19][c:20]1[cH:21][cH:22][cH:23][cH:24][cH:25]1)[CH2:27][CH2:28][OH:29]. Procedure details: A solution of 0.6 g of 8-chloro-6-(2-chlorophenyl)-3-acetoxy-3,4-dihydropyrrolo[3,4-d][2]benzazepin-1(2H)-one and 3 ml of a 1 M methanolic solution of methanesulfonic acid in 10 ml of methanol was stirred at room temperature for 30 minutes. The solution was concentrated at reduced pressure to half the volume, diluted with ether, and the resulting precipitate was collected by filtration to give orange crystals. Recrystallization from a mixture of methanol and ether gave 8-chloro-6-(2-chlorophenyl... RXN SMILES: [Cl:1][C:2]1[CH:27]=[CH:26][C:5]2[C:6]3[C:20](=[O:21])[NH:19][CH:18]([O:22][C:23](=O)C)[C:7]=3[CH2:8][N:9]=[C:10]([C:11]3[CH:16]=[CH:15][CH:14]=[CH:13][C:12]=3[Cl:17])[C:4]=2[CH:3]=1.[CH3:28][S:29]([OH:32])(=[O:31])=[O:30]>CO>[CH3:28][S:29]([OH:32])(=[O:31])=[O:30].[Cl:1][C:2]1[CH:27]=[CH:26][C:5]2[C:6]3[C:20](=[O:21])[NH:19][CH:18]([O:22][CH3:23])[C:7]=3[CH2:8][N:9]=[C:10]([C:11]3[CH:16]=[CH:15][CH:14]=[CH:13][C:12]=3[Cl:17])[C:4]=2[CH:3]=1 |f:3.4|. The product is CS(=O)(=O)O.ClC1=CC2=C(C3=C(CN=C2C2=C(C=CC=C2)Cl)C(NC3=O)OC)C=C1 (8-chloro-6-(2-chlorophenyl)-3,4-dihydro-3-methoxypyrrolo[3,4-d][2]benzazepin-1(2H)-one methanesulfonate). Starting materials: ClC1=CC2=C(C3=C(CN=C2C2=C(C=CC=C2)Cl)C(NC3=O)OC(C)=O)C=C1 (8-chloro-6-(2-chlorophenyl)-3-acetoxy-3,4-dihydropyrrolo[3,4-d][2]benzazepin-1(2H)-one), methanolic solution, CS(=O)(=O)O (methanesulfonic acid). Solvent: CO (methanol). Starting materials: COC(OC)N(C)C, COc1ccc(S(N)(=O)=O)cc1CO, CN(C)C=O. The product is COc1ccc(S(=O)(=O)N=CN(C)C)cc1CO. RXN SMILES: [CH3:15][O:16][CH:17]([N:18]([CH3:19])[CH3:20])[O:21][CH3:22].[CH3:1][O:2][c:3]1[c:4]([CH2:13][OH:14])[cH:5][c:6]([S:9](=[O:10])(=[O:11])[NH2:12])[cH:7][cH:8]1.[CH3:23][N:24]([CH3:25])[CH:26]=[O:27]>>[CH3:1][O:2][c:3]1[c:4]([CH2:13][OH:14])[cH:5][c:6]([S:9](=[O:10])(=[O:11])[N:12]=[CH:17][N:18]([CH3:19])[CH3:20])[cH:7][cH:8]1. Reactants: O=C([O-])[O-], CCOC(=O)CNCc1ccc(OC)cc1OC, CCOC(=O)c1nc(-c2ccccc2)sc1CBr, CN(C)C=O, [K+], [K+]. Yields the product CCOC(=O)CN(Cc1ccc(OC)cc1OC)Cc1sc(-c2ccccc2)nc1C(=O)OCC. RXN SMILES: [C:37](=[O:38])([O-:39])[O-:40].[CH2:19]([CH3:20])[O:21][C:22]([CH2:23][NH:24][CH2:25][c:26]1[c:27]([O:34][CH3:35])[cH:28][c:29]([O:32][CH3:33])[cH:30][cH:31]1)=[O:36].[CH2:1]([CH3:2])[O:3][C:4](=[O:5])[c:6]1[n:7][c:8](-[c:13]2[cH:14][cH:15][cH:16][cH:17][cH:18]2)[s:9][c:10]1[CH2:11][Br:12].[CH3:43][N:44]([CH3:45])[CH:46]=[O:47].[K+:41].[K+:42]>>[CH2:1]([CH3:2])[O:3][C:4](=[O:5])[c:6]1[n:7][c:8](-[c:13]2[cH:14][cH:15][cH:16][cH:17][cH:18]2)[s:9][c:10]1[CH2:11][N:24]([CH2:23][C:22]([O:21][CH2:19][CH3:20])=[O:36])[CH2:25][c:26]1[c:27]([O:34][CH3:35])[cH:28][c:29]([O:32][CH3:33])[cH:30][cH:31]1. Product: C1(=CCCCC1)[Sn](CCCC)(CCCC)CCCC (cyclohexenyltributyltin). Reported procedure: To a solution of 1,3-cyclohexadiene (0.96 g, 12 mmol, d=0.84, 1143 uL) and Pd(PPh3)4 (462.2 mg, 0.4 mmol) in benzene (10 mL) under nitrogen atmosphere, was added Bu3SnH (1.16 g, 4 mmol, d=1.098, 1.06 mL) dropwise at room temperature and stirred for 15 minutes. After the solvent was removed on rotavap, the product was purified on silica flash chromatography (column 1.5 cm ID×20 cm) using a solvent gradient of 10:0 (100 mL) to 19:1 (100 mL) to 9:1 (100 mL) of hexanes/EtOAc to afford cyclohexenyltr... Isolated yield 235.0%. Run at time 15 minute. Reactants: C1=CC=CCC1 (1,3-cyclohexadiene), CCCC[SnH](CCCC)CCCC (Bu3SnH). Solvent: C1=CC=CC=C1 (benzene). Reaction SMILES: [CH:1]1[CH2:6][CH2:5][CH:4]=[CH:3][CH:2]=1.[CH3:7][CH2:8][CH2:9][CH2:10][SnH:11]([CH2:16][CH2:17][CH2:18][CH3:19])[CH2:12][CH2:13][CH2:14][CH3:15]>C1C=CC=CC=1.C1C=CC([P]([Pd]([P](C2C=CC=CC=2)(C2C=CC=CC=2)C2C=CC=CC=2)([P](C2C=CC=CC=2)(C2C=CC=CC=2)C2C=CC=CC=2)[P](C2C=CC=CC=2)(C2C=CC=CC=2)C2C=CC=CC=2)(C2C=CC=CC=2)C2C=CC=CC=2)=CC=1>[C:2]1([Sn:11]([CH2:12][CH2:13][CH2:14][CH3:15])([CH2:16][CH2:17][CH2:18][CH3:19])[CH2:10][CH2:9][CH2:8][CH3:7])[CH2:1][CH2:6][CH2:5][CH2:4][CH:3]=1 |^1:29,31,50,69|. Reagents/catalysts: C=1C=CC(=CC1)[P](C=2C=CC=CC2)(C=3C=CC=CC3)[Pd]([P](C=4C=CC=CC4)(C=5C=CC=CC5)C=6C=CC=CC6)([P](C=7C=CC=CC7)(C=8C=CC=CC8)C=9C=CC=CC9)[P](C=1C=CC=CC1)(C=1C=CC=CC1)C=1C=CC=CC1 (Pd(PPh3)4). The reactants are C1(=CC=CC=C1)C(NS(=O)(=O)C[C@@H](C(=O)OC)C)C1=CC=CC=C1 (methyl 3-[N-(diphenylmethyl) aminosulfonyl]-2(R)-methylpropionate), C(=O)([O-])[O-].[K+].[K+] (K2CO3), C(C1=CC=CC=C1)Br (benzyl bromide). Run in CN(C)C=O (DMF). Reaction conditions: time 8 hour. Product: C(C1=CC=CC=C1)N(S(=O)(=O)C[C@@H](C(=O)OC)C)C(C1=CC=CC=C1)C1=CC=CC=C1 (methyl 3-[N-(benzyl)-N-(diphenylmethyl)aminosulfonyl]-2(R)-methylpropionate). RXN SMILES: [C:1]1([CH:7]([C:19]2[CH:24]=[CH:23][CH:22]=[CH:21][CH:20]=2)[NH:8][S:9]([CH2:12][C@H:13]([CH3:18])[C:14]([O:16][CH3:17])=[O:15])(=[O:11])=[O:10])[CH:6]=[CH:5][CH:4]=[CH:3][CH:2]=1.C([O-])([O-])=O.[K+].[K+].[CH2:31](Br)[C:32]1[CH:37]=[CH:36][CH:35]=[CH:34][CH:33]=1>CN(C=O)C>[CH2:31]([N:8]([CH:7]([C:1]1[CH:2]=[CH:3][CH:4]=[CH:5][CH:6]=1)[C:19]1[CH:20]=[CH:21][CH:22]=[CH:23][CH:24]=1)[S:9]([CH2:12][C@H:13]([CH3:18])[C:14]([O:16][CH3:17])=[O:15])(=[O:10])=[O:11])[C:32]1[CH:37]=[CH:36][CH:35]=[CH:34][CH:33]=1 |f:1.2.3|. Reported procedure: A 100 mL round bottom flask equipped with magnetic stir bar and N2 inlet was charged with 1.11 g of methyl 3-[N-(diphenylmethyl) aminosulfonyl]-2(R)-methylpropionate, 447 mg K2CO3, 347 mL benzyl bromide in 20 mL DMF. The reaction was stirred overnight, concentrated in vacuo and partioned between ethyl acetate and water. The organic phase was washed with brine, dried and concentrated in vacuo to 1.2 g of a clear oil. Flash chromatography on silica gel (30% ethyl acetate/hexanes) afforded 730 mg o... Reactants: I[Si](C)(C)C (iodotrimethylsilane), O1CCCC1 (tetrahydrofuran), C1(=CC=CC=C1)COC1=CC=C(C=C1)C1=CC=C2C(=NNC2=C1)NC(CCC)=O (N-[6-[4-(phenylmethoxy)phenyl]-1H-indazol-3-yl]butanamide), I[Si](C)(C)C (iodotrimethylsilane). Run in C(C)#N (acetonitrile). Conditions: temperature 82 celsius, time 17 hour. The product is OC1=CC=C(C=C1)C1=CC=C2C(=NNC2=C1)NC(CCC)=O (N-[6-(4-hydroxyphenyl)-1H-indazol-3-yl]butanamide). RXN SMILES: I[Si](C)(C)C.O1CCCC1.C1(C[O:18][C:19]2[CH:24]=[CH:23][C:22]([C:25]3[CH:33]=[C:32]4[C:28]([C:29]([NH:34][C:35](=[O:39])[CH2:36][CH2:37][CH3:38])=[N:30][NH:31]4)=[CH:27][CH:26]=3)=[CH:21][CH:20]=2)C=CC=CC=1>C(#N)C>[OH:18][C:19]1[CH:20]=[CH:21][C:22]([C:25]2[CH:33]=[C:32]3[C:28]([C:29]([NH:34][C:35](=[O:39])[CH2:36][CH2:37][CH3:38])=[N:30][NH:31]3)=[CH:27][CH:26]=2)=[CH:23][CH:24]=1. Procedure details: 0.15 cm3 of iodotrimethylsilane and then 5 cm3 of tetrahydrofuran are added to 200 mg of N-[6-[4-(phenylmethoxy)phenyl]-1H-indazol-3-yl]butanamide, described previously, in 7.5 cm3 of acetonitrile, and the medium is heated at about 82° C. for 2 hours. 0.15 cm3 of iodotrimethylsilane is added and heating is continued for 17 hours. The reaction medium is then evaporated to dryness under reduced pressure (2 kPa; 40° C.). The residue is taken up in 75 cm3 of ethyl acetate, and this mixture is then w... Reactants: ClC=1C(=NC=NC1Cl)N (5,6-dichloropyrimidin-4-amine), OCC1CN(CC1)C(=O)OC(C)(C)C (tert-butyl 3-(hydroxymethyl)pyrrolidine-1-carboxylate), O(C1=CC=CC=C1)C1=CC=C(C=C1)B(O)O ((4-phenoxyphenyl)boronic acid), C(C=C)(=O)Cl (acryloyl chloride). Product: NC1=C(C(=NC=N1)OCC1CN(CC1)C(C=C)=O)C1=CC=C(C=C1)OC1=CC=CC=C1 (1-(3-(((6-amino-5-(4-phenoxyphenyl)pyrimidin-4-yl)oxy)methyl)pyrrolidin-1-yl)prop-2-en-1-one). As a reaction SMILES: Cl[C:2]1[C:3]([NH2:9])=[N:4][CH:5]=[N:6][C:7]=1Cl.[OH:10][CH2:11][CH:12]1[CH2:16][CH2:15][N:14]([C:17]([O:19]C(C)(C)C)=O)[CH2:13]1.[O:24]([C:31]1[CH:36]=[CH:35][C:34](B(O)O)=[CH:33][CH:32]=1)[C:25]1[CH:30]=[CH:29][CH:28]=[CH:27][CH:26]=1.[C:40](Cl)(=O)[CH:41]=C>>[NH2:9][C:3]1[N:4]=[CH:5][N:6]=[C:7]([O:10][CH2:11][CH:12]2[CH2:16][CH2:15][N:14]([C:17](=[O:19])[CH:40]=[CH2:41])[CH2:13]2)[C:2]=1[C:28]1[CH:29]=[CH:30][C:25]([O:24][C:31]2[CH:36]=[CH:35][CH:34]=[CH:33][CH:32]=2)=[CH:26][CH:27]=1. Reported procedure: 1-(3-(((6-amino-5-(4-phenoxyphenyl)pyrimidin-4-yl)oxy)methyl)pyrrolidin-1-yl)prop-2-en-1-one was prepared from 5,6-dichloropyrimidin-4-amine, tert-butyl 3-(hydroxymethyl)pyrrolidine-1-carboxylate, (4-phenoxyphenyl)boronic acid, and acryloyl chloride using methods A, C, D, and F. HPLC purity: 100%. MS: m/z=417 [M+H]+.